Dataset: the Open Reaction Database (ORD), a public repository of structured organic reaction records. Task: describe an organic reaction: reactants, conditions, products, and yield As a reaction SMILES: [CH3:1][C:2]1[CH:3]=[C:4]([C:12]2[CH:17]=[C:16]([CH3:18])[NH:15][C:14](=O)[N:13]=2)[CH:5]=[CH:6][C:7]=1[C:8]([F:11])([F:10])[F:9].O=P(Cl)(Cl)[Cl:22]>>[Cl:22][C:14]1[N:13]=[C:12]([C:4]2[CH:5]=[CH:6][C:7]([C:8]([F:11])([F:10])[F:9])=[C:2]([CH3:1])[CH:3]=2)[CH:17]=[C:16]([CH3:18])[N:15]=1. Procedure: The title compound was prepared from 4-(3-methyl-4-trifluoromethyl-phenyl)-6-methyl-1H-pyrimidin-2-one (1.73 g, 6.45 mmol) and phosphoroxychloride (20 mL) according to the general procedure I. Obtained as a brown solid (1.4 g, 76%). MS (EI) 286.1 [(M)+]; mp 101° C. Yields the product ClC1=NC(=CC(=N1)C1=CC(=C(C=C1)C(F)(F)F)C)C (2-Chloro-4-(3-methyl-4-trifluoromethyl-phenyl)-6-methyl-pyrimidine), solid. Isolated yield 76.0%. Starting materials: CC=1C=C(C=CC1C(F)(F)F)C1=NC(NC(=C1)C)=O (4-(3-methyl-4-trifluoromethyl-phenyl)-6-methyl-1H-pyrimidin-2-one), O=P(Cl)(Cl)Cl (phosphoroxychloride). Product: COCc1[nH]nc(C(F)(F)F)c1Cl. Starting materials: COCc1cc(C(F)(F)F)n[nH]1, CC#N, O=C1CCC(=O)N1Cl. Reaction SMILES: [CH3:1][O:2][CH2:3][c:4]1[cH:5][c:6]([C:9]([F:10])([F:11])[F:12])[n:7][nH:8]1.[CH3:21][C:22]#[N:23].[Cl:13][N:14]1[C:15](=[O:16])[CH2:17][CH2:18][C:19]1=[O:20]>>[CH3:1][O:2][CH2:3][c:4]1[c:5]([Cl:13])[c:6]([C:9]([F:10])([F:11])[F:12])[n:7][nH:8]1. Reactants: CCOC(=O)COc1ccc2c(c1)N(C(=O)c1ccc(N(C)C)cc1)C(C)CC2N(C(C)=O)c1ccc(Cl)cc1, CCC(=O)N(c1ccc(Cl)cc1)C1CC(C)N(C(=O)c2ccc(F)cc2)c2ccc(OCC(=O)O)cc21. Product: CC(=O)N(c1ccc(Cl)cc1)C1CC(C)N(C(=O)c2ccc(N(C)C)cc2)c2cc(OCC(=O)O)ccc21. Reaction SMILES: [CH2:1]([CH3:2])[O:3][C:4]([CH2:5][O:6][c:7]1[cH:8][cH:9][c:10]2[c:15]([cH:16]1)[N:14]([C:17]([c:18]1[cH:19][cH:20][c:21]([N:24]([CH3:25])[CH3:26])[cH:22][cH:23]1)=[O:27])[CH:13]([CH3:28])[CH2:12][CH:11]2[N:29]([c:30]1[cH:31][cH:32][c:33]([Cl:36])[cH:34][cH:35]1)[C:37]([CH3:38])=[O:39])=[O:40].[Cl:41][c:42]1[cH:43][cH:44][c:45]([N:46]([C:47](=[O:48])[CH2:49][CH3:50])[CH:51]2[c:52]3[c:53]([cH:54][cH:55][c:56]([O:57][CH2:58][C:59]([OH:60])=[O:61])[cH:62]3)[N:63]([C:64](=[O:65])[c:66]3[cH:67][cH:68][c:69]([F:70])[cH:71][cH:72]3)[CH:73]([CH3:74])[CH2:75]2)[cH:76][cH:77]1>>[O:3]=[C:4]([CH2:5][O:6][c:7]1[cH:8][cH:9][c:10]2[c:15]([cH:16]1)[N:14]([C:17]([c:18]1[cH:19][cH:20][c:21]([N:24]([CH3:25])[CH3:26])[cH:22][cH:23]1)=[O:27])[CH:13]([CH3:28])[CH2:12][CH:11]2[N:29]([c:30]1[cH:31][cH:32][c:33]([Cl:36])[cH:34][cH:35]1)[C:37]([CH3:38])=[O:39])[OH:40].